This data is from the Open Reaction Database (ORD), a public repository of structured organic reaction records. The task is: describe an organic reaction: reactants, conditions, products, and yield Reactants: C1(CCC1)N1CCC(CC1)CC1CCNCC1 (1-Cyclobutyl-4-(4-piperidinylmethyl)piperidine), CC(=O)C1=CC=C(C=C1)F (4-fluoroacetophenone), C([O-])([O-])=O.[K+].[K+] (potassium carbonate). Solvent: CS(=O)C (DMSO). Run at temperature 120 celsius. The product is C1(CCC1)N1CCC(CC1)CC1CCN(CC1)C1=CC=C(C=C1)C(C)=O (1-(4-{4-[(1-Cyclobutyl-4-piperidinyl)methyl]-1-piperidinyl}phenyl)ethanone). The yield is 22.2%. RXN SMILES: [CH:1]1([N:5]2[CH2:10][CH2:9][CH:8]([CH2:11][CH:12]3[CH2:17][CH2:16][NH:15][CH2:14][CH2:13]3)[CH2:7][CH2:6]2)[CH2:4][CH2:3][CH2:2]1.[CH3:18][C:19]([C:21]1[CH:26]=[CH:25][C:24](F)=[CH:23][CH:22]=1)=[O:20].C(=O)([O-])[O-].[K+].[K+]>CS(C)=O>[CH:1]1([N:5]2[CH2:6][CH2:7][CH:8]([CH2:11][CH:12]3[CH2:17][CH2:16][N:15]([C:24]4[CH:25]=[CH:26][C:21]([C:19](=[O:20])[CH3:18])=[CH:22][CH:23]=4)[CH2:14][CH2:13]3)[CH2:9][CH2:10]2)[CH2:4][CH2:3][CH2:2]1 |f:2.3.4|. Procedure details: 1-Cyclobutyl-4-(4-piperidinylmethyl)piperidine (may be prepared as described in Description 6) (0.15 g), 4-fluoroacetophenone (0.133 g) and potassium carbonate (0.177 g) were dissolved in DMSO (2 ml) and heated at 120° C. for 7 min in the microwave reactor. The crude reaction mixture was passed through an SCX column (10 g, eluting with methanol [80 ml] then 2 N NH3 in methanol [80 ml]). Chromatography of the crude ketone (silica gel, eluting with methanol/dichloromethane, 0-25%) afforded the tit... Starting materials: BrCC=1C(=C(C(=CC1)OC)C1=CC(=CC=C1)Cl)F (3-Bromomethyl-3′-chloro-2-fluoro-6-methoxy-biphenyl), FC1=NC=C(C=C1)B(O)O (2-fluoro-pyridine-5-boronic acid), C1(=CC=CC=C1)C (toluene), C(=O)([O-])[O-].[Na+].[Na+] (Na2CO3). Reagents/catalysts: C=1C=CC(=CC1)[P](C=2C=CC=CC2)(C=3C=CC=CC3)[Pd]([P](C=4C=CC=CC4)(C=5C=CC=CC5)C=6C=CC=CC6)([P](C=7C=CC=CC7)(C=8C=CC=CC8)C=9C=CC=CC9)[P](C=1C=CC=CC1)(C=1C=CC=CC1)C=1C=CC=CC1 (Pd(PPh3)4). Run in C(C)O (ethanol). Reaction conditions: temperature 80 celsius. The product is ClC=1C=C(C=CC1)C1=C(C(=CC=C1OC)CC=1C=CC(=NC1)F)F (5-(3′-chloro-2-fluoro-6-methoxy-biphenyl-3-ylmethyl)-2-fluoro-pyridine). Yield: 93.4%. Reaction SMILES: Br[CH2:2][C:3]1[C:4]([F:18])=[C:5]([C:11]2[CH:16]=[CH:15][CH:14]=[C:13]([Cl:17])[CH:12]=2)[C:6]([O:9][CH3:10])=[CH:7][CH:8]=1.[F:19][C:20]1[CH:25]=[CH:24][C:23](B(O)O)=[CH:22][N:21]=1.C1(C)C=CC=CC=1.C([O-])([O-])=O.[Na+].[Na+]>C1C=CC([P]([Pd]([P](C2C=CC=CC=2)(C2C=CC=CC=2)C2C=CC=CC=2)([P](C2C=CC=CC=2)(C2C=CC=CC=2)C2C=CC=CC=2)[P](C2C=CC=CC=2)(C2C=CC=CC=2)C2C=CC=CC=2)(C2C=CC=CC=2)C2C=CC=CC=2)=CC=1.C(O)C>[Cl:17][C:13]1[CH:12]=[C:11]([C:5]2[C:6]([O:9][CH3:10])=[CH:7][CH:8]=[C:3]([CH2:2][C:23]3[CH:24]=[CH:25][C:20]([F:19])=[N:21][CH:22]=3)[C:4]=2[F:18])[CH:16]=[CH:15][CH:14]=1 |f:3.4.5,^1:45,47,66,85|. Procedure details: A flask was charged with 3-Bromomethyl-3′-chloro-2-fluoro-6-methoxy-biphenyl (I-32, 3.3 g, 10 mmol), 2-fluoro-pyridine-5-boronic acid (1.4 g, 10 mmol), toluene (40 mL), 2M aq. Na2CO3 (10 mL, 20 mmol), ethanol (10 mL) and Pd(PPh3)4 (577 mg, 0.5 mmol). The reaction mixture was bubbled with nitrogen gas for 5 minutes. Then the yellow reaction mixture was stirred at 80° C. After overnight stirring the reaction mixture was cooled to room temperature and concentrated in-vacuo. The residue was diluted ... Starting materials: OCc1cccc(Br)c1, Cc1ccccc1, [Na+], [Na+], O=C([O-])[O-], OB(O)c1ccccc1, c1ccc(P(c2ccccc2)(c2ccccc2)[Pd](P(c2ccccc2)(c2ccccc2)c2ccccc2)(P(c2ccccc2)(c2ccccc2)c2ccccc2)P(c2ccccc2)(c2ccccc2)c2ccccc2)cc1. Yields the product OCc1cccc(-c2ccccc2)c1. RXN SMILES: [Br:1][c:2]1[cH:3][c:4]([CH2:8][OH:9])[cH:5][cH:6][cH:7]1.[CH3:25][c:26]1[cH:27][cH:28][cH:29][cH:30][cH:31]1.[Na+:19].[Na+:20].[O-:21][C:22](=[O:23])[O-:24].[OH:10][B:11]([OH:12])[c:13]1[cH:14][cH:15][cH:16][cH:17][cH:18]1.[cH:32]1[cH:33][cH:34][c:35]([P:36]([Pd:37]([P:38]([c:39]2[cH:40][cH:41][cH:42][cH:43][cH:44]2)([c:45]2[cH:46][cH:47][cH:48][cH:49][cH:50]2)[c:51]2[cH:52][cH:53][cH:54][cH:55][cH:56]2)([P:57]([c:58]2[cH:59][cH:60][cH:61][cH:62][cH:63]2)([c:64]2[cH:65][cH:66][cH:67][cH:68][cH:69]2)[c:70]2[cH:71][cH:72][cH:73][cH:74][cH:75]2)[P:76]([c:77]2[cH:78][cH:79][cH:80][cH:81][cH:82]2)([c:83]2[cH:84][cH:85][cH:86][cH:87][cH:88]2)[c:89]2[cH:90][cH:91][cH:92][cH:93][cH:94]2)([c:95]2[cH:96][cH:97][cH:98][cH:99][cH:100]2)[c:101]2[cH:102][cH:103][cH:104][cH:105][cH:106]2)[cH:107][cH:108]1>>[c:2]1(-[c:13]2[cH:14][cH:15][cH:16][cH:17][cH:18]2)[cH:3][c:4]([CH2:8][OH:9])[cH:5][cH:6][cH:7]1.